This data is from the Open Reaction Database (ORD), a public repository of structured organic reaction records. The task is: describe an organic reaction: reactants, conditions, products, and yield Reactants: compound A2, C1(=CC=CC=C1)N=C=O (phenylisocyanate), C(C)(C)(C)NC(=O)N1CCC(CC1)N1C([C@@H]2CC=CC[C@@H]2C(=N1)C1=CC(=C(C=C1)OCC)OCC)=O (4-[(4aS,8aR)-4-(3,4-Diethoxyphenyl)-1-oxo-4a,5,8,8a-tetrahydro-1H-phthalazin-2-yl]-piperidine-1-carboxylic acid tert-butylamide). Product: C1(=CC=CC=C1)NC(=O)N1CCC(CC1)N1C([C@@H]2CC=CC[C@@H]2C(=N1)C1=CC(=C(C=C1)OCC)OCC)=O (4-[(4aS,8aR)-4-(3,4-Diethoxyphenyl)-1-oxo-4a,5,8,8a-tetrahydro-1H-phthalazin-2-yl]-piperidine-1-carboxylic acid phenylamide). RXN SMILES: [C:1]1([N:7]=[C:8]=[O:9])[CH:6]=[CH:5][CH:4]=[CH:3][CH:2]=1.C(NC([N:17]1[CH2:22][CH2:21][CH:20]([N:23]2[N:32]=[C:31]([C:33]3[CH:38]=[CH:37][C:36]([O:39][CH2:40][CH3:41])=[C:35]([O:42][CH2:43][CH3:44])[CH:34]=3)[C@@H:30]3[C@@H:25]([CH2:26][CH:27]=[CH:28][CH2:29]3)[C:24]2=[O:45])[CH2:19][CH2:18]1)=O)(C)(C)C>>[C:1]1([NH:7][C:8]([N:17]2[CH2:22][CH2:21][CH:20]([N:23]3[N:32]=[C:31]([C:33]4[CH:38]=[CH:37][C:36]([O:39][CH2:40][CH3:41])=[C:35]([O:42][CH2:43][CH3:44])[CH:34]=4)[C@@H:30]4[C@@H:25]([CH2:26][CH:27]=[CH:28][CH2:29]4)[C:24]3=[O:45])[CH2:19][CH2:18]2)=[O:9])[CH:6]=[CH:5][CH:4]=[CH:3][CH:2]=1. Procedure details: Prepared from starting compound A2 and phenylisocyanate as described for compound 6. Crystallisation from ether. M.p. 109-112° C.